Dataset: the Open Reaction Database (ORD), a public repository of structured organic reaction records. Task: describe an organic reaction: reactants, conditions, products, and yield Isolated yield 88.0%. Starting materials: [OH-].[Na+] (Sodium hydroxide), COC(C1=C(C=CC(=C1)OCCCCCCCCCC)OCC1=CC=CC=C1)=O (5-(decyloxy)-2-(phenylmethoxy) benzoic acid methyl ester). Product: C(CCCCCCCCC)OC=1C=CC(=C(C(=O)O)C1)OCC1=CC=CC=C1 (5-(decyloxy)-2-(phenylmethoxy)benzoic acid). RXN SMILES: [OH-].[Na+].C[O:4][C:5](=[O:31])[C:6]1[CH:11]=[C:10]([O:12][CH2:13][CH2:14][CH2:15][CH2:16][CH2:17][CH2:18][CH2:19][CH2:20][CH2:21][CH3:22])[CH:9]=[CH:8][C:7]=1[O:23][CH2:24][C:25]1[CH:30]=[CH:29][CH:28]=[CH:27][CH:26]=1>>[CH2:13]([O:12][C:10]1[CH:9]=[CH:8][C:7]([O:23][CH2:24][C:25]2[CH:26]=[CH:27][CH:28]=[CH:29][CH:30]=2)=[C:6]([CH:11]=1)[C:5]([OH:31])=[O:4])[CH2:14][CH2:15][CH2:16][CH2:17][CH2:18][CH2:19][CH2:20][CH2:21][CH3:22] |f:0.1|. Procedure: Sodium hydroxide hydrolysis of 5-(decyloxy)-2-(phenylmethoxy) benzoic acid methyl ester under conditions described in Example 60 gave 5-(decyloxy)-2-(phenylmethoxy)benzoic acid (88% yield, mp 63°-65°). Reactants: CN1C2=C(C(C3=C(C1)C=CC=C3)=O)C=C(C=C2)CC(=O)OC (Methyl 5,6-dihydro-5-methyl-11-oxodibenz[b,e]azepine-2-acetate), CC1(OCC(O1)CO)C (Solketal), O (water), C(C)(=O)O (acetic acid), [H-].[Na+] (sodium hydride). Yields the product CC1(OC(CO1)COC(CC1=CC2=C(N(CC3=C(C2=O)C=CC=C3)C)C=C1)=O)C (5,6-dihydro-5-methyl-11-oxodibenz[b,e]azepine-2-acetic acid 2,2-dimethyl-1,3-dioxolan-5-ylmethyl ester), material. Reaction SMILES: [CH3:1][N:2]1[CH2:8][C:7]2[CH:9]=[CH:10][CH:11]=[CH:12][C:6]=2[C:5](=[O:13])[C:4]2[CH:14]=[C:15]([CH2:18][C:19]([O:21][CH3:22])=[O:20])[CH:16]=[CH:17][C:3]1=2.[H-].[Na+].O.C(O)(=O)C.[CH3:30][C:31]1([CH3:38])[O:35][CH:34](CO)[CH2:33][O:32]1>>[CH3:30][C:31]1([CH3:38])[O:35][CH2:34][CH:33]([CH2:22][O:21][C:19](=[O:20])[CH2:18][C:15]2[CH:16]=[CH:17][C:3]3[N:2]([CH3:1])[CH2:8][C:7]4[CH:9]=[CH:10][CH:11]=[CH:12][C:6]=4[C:5](=[O:13])[C:4]=3[CH:14]=2)[O:32]1 |f:1.2|. Reported procedure: Methyl 5,6-dihydro-5-methyl-11-oxodibenz[b,e]azepine-2-acetate (1.5 g) was dissolved in Solketal (20 ml), and 50% oily sodium hydride (0.2 g) was added. The mixture was maintained at 80°-100° C. under reduced pressure using an aspirator. The reaction mixture was poured into water (150 ml) and acetic acid (0.5 ml), and the system was extracted with dichloromethane. The extract was dried over MgSO4, and then, the solvent was distilled off. The residual oily matter was subjected to liquid column ch... Reactants: CC(=O)[O-], CC(=O)[O-], C=CCN(C(=O)CC(=O)OC)c1ccc(F)cc1, CC(=O)O, [Cu+2], O. Yields the product COC(=O)C12CC1CN(c1ccc(F)cc1)C2=O. RXN SMILES: [C:24]([O-:25])(=[O:26])[CH3:27].[C:29]([O-:30])(=[O:31])[CH3:32].[CH2:1]([CH:2]=[CH2:3])[N:4]([C:5]([CH2:6][C:7](=[O:8])[O:9][CH3:10])=[O:11])[c:12]1[cH:13][cH:14][c:15]([F:18])[cH:16][cH:17]1.[CH3:19][C:20](=[O:21])[OH:22].[Cu+2:28].[OH2:23]>>[CH2:1]1[CH:2]2[CH2:3][C:6]2([C:7](=[O:8])[O:9][CH3:10])[C:5](=[O:11])[N:4]1[c:12]1[cH:13][cH:14][c:15]([F:18])[cH:16][cH:17]1. Starting materials: [C@H]1(CCC2=CC=CC=C12)NC1=NC2=CC=CC(=C2C=C1)[N+](=O)[O-] ((R)-Indan-1-yl-(5-nitro-quinolin-2-yl)-amine), [H][H] (hydrogen). Reagents/catalysts: [Pd] (Palladium on charcoal). Solvent: C(C)O (ethanol). The product is [C@H]1(CCC2=CC=CC=C12)NC1=NC=2C=CC=C(C2C=C1)N ((R)—N2-Indan-1-yl-quinoline-2,5-diamine), solid. The yield is 95.0%. RXN SMILES: [C@H:1]1([NH:10][C:11]2[CH:20]=[CH:19][C:18]3[C:13](=[CH:14][CH:15]=[CH:16][C:17]=3[N+:21]([O-])=O)[N:12]=2)[C:9]2[C:4](=[CH:5][CH:6]=[CH:7][CH:8]=2)[CH2:3][CH2:2]1.[H][H]>C(O)C.[Pd]>[C@H:1]1([NH:10][C:11]2[CH:20]=[CH:19][C:18]3[C:17]([NH2:21])=[CH:16][CH:15]=[CH:14][C:13]=3[N:12]=2)[C:9]2[C:4](=[CH:5][CH:6]=[CH:7][CH:8]=2)[CH2:3][CH2:2]1. Procedure: (R)-Indan-1-yl-(5-nitro-quinolin-2-yl)-amine (2.66 g, 8.7 mmol) was dissolved in 420 mL ethanol. Palladium on charcoal (10%, 463 mg, 0.4 mmol) was added and the reaction mixture war hydrogenated with a hydrogen balloon overnight. The palladium was filtered off and the solvent was evaporated. The title compound was obtained as a brown solid (2.29 g, 95%), MS: m/e=276.3 (M+H+). The reactants are C(C)N1CCNCC1 (1-Ethylpiperazine), C(C)N1CCNCC1 (1-Ethylpiperazine), C([O-])([O-])=O.[K+].[K+] (potassium carbonate), C(C1=CC=CC=C1)OC1=C(C(=O)NC2=C(C(=O)OC(C)(C)C)C=CC(=C2)C2=CC=CC=C2)C=C(C=C1)CCBr (tert-butyl 2-(2-(benzyloxy)-5-(2-bromoethyl)benzamido)-4-phenylbenzoate). Solvent: CC(=O)C (acetone). Reaction conditions: time 6 hour. The product is C(C1=CC=CC=C1)OC1=C(C(=O)NC2=C(C(=O)OC(C)(C)C)C=CC(=C2)C2=CC=CC=C2)C=C(C=C1)CCN1CCN(CC1)CC (tert-butyl 2-(2-(benzyloxy)-5-(2-(4-ethylpiperazin-1-yl)ethyl)benzamido)-4-phenylbenzoate). As a reaction SMILES: [CH2:1]([N:3]1[CH2:8][CH2:7][NH:6][CH2:5][CH2:4]1)[CH3:2].C(=O)([O-])[O-].[K+].[K+].[CH2:15]([O:22][C:23]1[CH:50]=[CH:49][C:48]([CH2:51][CH2:52]Br)=[CH:47][C:24]=1[C:25]([NH:27][C:28]1[CH:40]=[C:39]([C:41]2[CH:46]=[CH:45][CH:44]=[CH:43][CH:42]=2)[CH:38]=[CH:37][C:29]=1[C:30]([O:32][C:33]([CH3:36])([CH3:35])[CH3:34])=[O:31])=[O:26])[C:16]1[CH:21]=[CH:20][CH:19]=[CH:18][CH:17]=1>CC(C)=O>[CH2:15]([O:22][C:23]1[CH:50]=[CH:49][C:48]([CH2:51][CH2:52][N:6]2[CH2:7][CH2:8][N:3]([CH2:1][CH3:2])[CH2:4][CH2:5]2)=[CH:47][C:24]=1[C:25]([NH:27][C:28]1[CH:40]=[C:39]([C:41]2[CH:46]=[CH:45][CH:44]=[CH:43][CH:42]=2)[CH:38]=[CH:37][C:29]=1[C:30]([O:32][C:33]([CH3:36])([CH3:35])[CH3:34])=[O:31])=[O:26])[C:16]1[CH:21]=[CH:20][CH:19]=[CH:18][CH:17]=1 |f:1.2.3|. Reported procedure: 1-Ethylpiperazine (0.065 mL) and potassium carbonate (0.042 g) were added to an acetone (1.2 mL) solution of tert-butyl 2-(2-(benzyloxy)-5-(2-bromoethyl)benzamido)-4-phenylbenzoate (0.060 g), followed by stirring at room temperature for 6 hours. 1-Ethylpiperazine (0.065 mL) was added to the reaction mixture, followed by stirring at room temperature for 9 hours. The solvent was evaporated under reduced pressure, and a saturated aqueous solution of sodium bicarbonate and chloroform were added to t... Starting materials: FC1=CC=C(C=C1)N1N=CC2=CC(=C(C=C12)C(C)C)CO ((1-(4-Fluorophenyl)-6-isopropyl-1H-indazol-5-yl)methanol), C(Cl)Cl (DCM), COC(=C(C)C)O[Si](C)(C)C (1-methoxy-2-methyl-1-(trimethylsiloxy)propene). The reagents and catalysts are Cl[Ti](Cl)(Cl)Cl (TiCl4). Run at time 30 minute. The product is FC1=CC=C(C=C1)N1N=CC2=CC(=C(C=C12)C(C)C)CC(C(=O)OC)(C)C (methyl 3-(1-(4-fluorophenyl)-6-isopropyl-1H-indazol-5-yl)-2,2-dimethylpropanoate). Isolated yield 47.0%. RXN SMILES: [F:1][C:2]1[CH:7]=[CH:6][C:5]([N:8]2[C:16]3[C:11](=[CH:12][C:13](CO)=[C:14]([CH:17]([CH3:19])[CH3:18])[CH:15]=3)[CH:10]=[N:9]2)=[CH:4][CH:3]=1.[CH3:22][O:23][C:24]([O:28][Si](C)(C)C)=[C:25]([CH3:27])[CH3:26].[CH2:33](Cl)Cl>Cl[Ti](Cl)(Cl)Cl>[F:1][C:2]1[CH:3]=[CH:4][C:5]([N:8]2[C:16]3[C:11](=[CH:12][C:13]([CH2:26][C:25]([CH3:33])([CH3:27])[C:24]([O:23][CH3:22])=[O:28])=[C:14]([CH:17]([CH3:19])[CH3:18])[CH:15]=3)[CH:10]=[N:9]2)=[CH:6][CH:7]=1. Procedure details: (1-(4-Fluorophenyl)-6-isopropyl-1H-indazol-5-yl)methanol (145 mg, 0.51 mmol) was dissolved in 5 mL of dry DCM and TiCl4 (60 mL of 1.0 M DCM solution, 60 mmol) was added portionwise and then stirred 30 min. Then the reaction was treated with 1-methoxy-2-methyl-1-(trimethylsiloxy)propene (0.2 mL, 1.0 mmol). The reaction was quenched with aqueous sodium bicarbonate and extracted 2×EtOAc, the organic layers dried over MgSO4, filtered, and concentrate. The residue was purified on SiO2 by MPLC using a... The reactants are [H-] (hydride), COC=1C=C(C#N)C=CC1C1=NC=CC=C1 (3-methyoxy-4-pyridin-2-ylbenzonitrile), O (water). Solvent: C(Cl)Cl (CH2Cl2). Reaction conditions: temperature -78 celsius, time 2 hour. The product is COC=1C=C(C=O)C=CC1C1=NC=CC=C1 (3-methoxy-4-pyridin-2-ylbenzaldehyde). Reaction SMILES: [CH3:1][O:2][C:3]1[CH:4]=[C:5]([CH:8]=[CH:9][C:10]=1[C:11]1[CH:16]=[CH:15][CH:14]=[CH:13][N:12]=1)[C:6]#N.[H-].[OH2:18]>C(Cl)Cl>[CH3:1][O:2][C:3]1[CH:4]=[C:5]([CH:8]=[CH:9][C:10]=1[C:11]1[CH:16]=[CH:15][CH:14]=[CH:13][N:12]=1)[CH:6]=[O:18]. Procedure details: A solution of 3-methyoxy-4-pyridin-2-ylbenzonitrile (600 mg, 2.64 mmol) in CH2Cl2 (10 mL) was cooled to −78° C. and was treated with diisobutylalumnium hydride (3.2 mL of 1M in CH2Cl2, 3.2 mmol). After stirring the reaction mixture at −78° C. for 2 h, the temperature was raised to −40° C. before quenching the reaction with a mixture of silica gel (6 g) and water (2 mL) and then warmed to rt. The reaction mixture was dried (K2CO3 and MgSO4), and concentrated. The residue was purified by flash col... The reactants are N1=C(C=CC=C1)C(C1=CC=C(C=C1)F)N1CCN(CC1)CCN1C(C=2C(C1=O)=CC=CC2)=O (4-[α-(2-pyridyl)-4-fluorobenzyl]-1-(2-phthalimidoethyl)piperazine), O.NN (hydrazine hydrate). Product: NCCN1CCN(CC1)C(C1=CC=C(C=C1)F)C1=NC=CC=C1 (1-(2-Aminoethyl)-4-[α-(2-pyridyl)-4-fluorobenzyl]piperazine). Yield: 88.0%. Reaction SMILES: [N:1]1[CH:6]=[CH:5][CH:4]=[CH:3][C:2]=1[CH:7]([N:15]1[CH2:20][CH2:19][N:18]([CH2:21][CH2:22][N:23]2C(=O)C3=CC=CC=C3C2=O)[CH2:17][CH2:16]1)[C:8]1[CH:13]=[CH:12][C:11]([F:14])=[CH:10][CH:9]=1.O.NN>>[NH2:23][CH2:22][CH2:21][N:18]1[CH2:17][CH2:16][N:15]([CH:7]([C:2]2[CH:3]=[CH:4][CH:5]=[CH:6][N:1]=2)[C:8]2[CH:9]=[CH:10][C:11]([F:14])=[CH:12][CH:13]=2)[CH2:20][CH2:19]1 |f:1.2|. Procedure details: The title compound was prepared in a yield of 88% in a similar manner to that described in Preparation 15' by reacting 4-[α-(2-pyridyl)-4-fluorobenzyl]-1-(2-phthalimidoethyl)piperazine (prepared as described in Preparation 51') and hydrazine hydrate. Starting materials: C1=CC=C(C=C1)P(C2=CC=CC=C2)C3=CC=CC=C3 (PPh3), C1CCOC1 (THF), CCOC(=O)/N=N/C(=O)OCC (DEAD), C(C)OC([C@H](CCC=1C(=NC(=NC1O)NC1CCOCC1)O)O)=O ((S)-ethyl-4-(4,6-dihydroxy-2-(tetrahydro-2H-pyran-4-ylamino) pyrimidin-5-yl)-2-hydroxybutanoate), C1CCOC1 (THF). The solvent is CN(C)C=O (DMF). Conditions: time 10 minute. Yields the product OC=1C2=C(N=C(N1)NC1CCOCC1)O[C@H](CC2)C(=O)OCC ((R)-ethyl 4-hydroxy-2-(tetrahydro-2H-pyran-4-ylamino)-6,7-dihydro-5H-pyrano[2,3-d]pyrimidine-7-carboxylate). The yield is 60.0%. Reaction SMILES: C1C=CC(P(C2C=CC=CC=2)C2C=CC=CC=2)=CC=1.C1COCC1.CCOC(/N=N/C(OCC)=O)=O.[CH2:37]([O:39][C:40](=[O:60])[C@@H:41]([OH:59])[CH2:42][CH2:43][C:44]1[C:45](O)=[N:46][C:47]([NH:51][CH:52]2[CH2:57][CH2:56][O:55][CH2:54][CH2:53]2)=[N:48][C:49]=1[OH:50])[CH3:38]>CN(C=O)C>[OH:50][C:49]1[C:44]2[CH2:43][CH2:42][C@H:41]([C:40]([O:39][CH2:37][CH3:38])=[O:60])[O:59][C:45]=2[N:46]=[C:47]([NH:51][CH:52]2[CH2:57][CH2:56][O:55][CH2:54][CH2:53]2)[N:48]=1. Procedure details: A flask was charged with PPh3 (0.807 g, 3.08 mmol), anhydrous THF (20 mL) and DEAD (0.655 g, 3.08 mmol). The solution was stirred for 10 min under N2 then a solution of 400, THF (5 mL) and DMF (5 mL) was added and solution stirred 18 h. The solution was concentrated in vacuo to afford an orange oil. The crude product was purified by reverse phase chromatography (SP4 biotage 40M C18 using a C18 Biotage 40 samplet) and eluted with a MeCN/H2O gradient (0-60% MeCN) to afford a light yellow oil which... The reactants are C1(=CC=CC=C1)[C@H](CNC(=S)N)C (N-[(2R)-2-phenylpropyl]thiourea), BrC(C(=O)O)CC (2-bromo-butyric acid). Product: C(C)[C@H]1C(N=C(S1)NC[C@H](C)C1=CC=CC=C1)=O ((5S)-5-ethyl-2-{[(2R)-2-phenylpropyl]amino}-1,3-thiazol-4(5H)-one). As a reaction SMILES: [C:1]1([C@@H:7]([CH3:13])[CH2:8][NH:9][C:10]([NH2:12])=[S:11])[CH:6]=[CH:5][CH:4]=[CH:3][CH:2]=1.Br[CH:15]([CH2:19][CH3:20])[C:16](O)=[O:17]>>[CH2:19]([C@@H:15]1[S:11][C:10]([NH:9][CH2:8][C@@H:7]([C:1]2[CH:6]=[CH:5][CH:4]=[CH:3][CH:2]=2)[CH3:13])=[N:12][C:16]1=[O:17])[CH3:20]. Procedure: Synthesis was performed from N-[(2R)-2-phenylpropyl]thiourea and 2-bromo-butyric acid according to Method D3.